From a dataset of the Open Reaction Database (ORD), a public repository of structured organic reaction records. describe an organic reaction: reactants, conditions, products, and yield Reactants: CCOC(=O)CCCBr, [H-], [Na+], CN(C)C=O, Oc1ccccc1O. Yields the product CCOC(=O)CCCOc1ccccc1O. RXN SMILES: [Br:11][CH2:12][CH2:13][CH2:14][C:15](=[O:16])[O:17][CH2:18][CH3:19].[H-:9].[Na+:10].[O:20]=[CH:21][N:22]([CH3:23])[CH3:24].[c:1]1([OH:2])[c:3]([OH:4])[cH:5][cH:6][cH:7][cH:8]1>>[c:1]1([OH:2])[c:3]([O:4][CH2:12][CH2:13][CH2:14][C:15](=[O:16])[O:17][CH2:18][CH3:19])[cH:5][cH:6][cH:7][cH:8]1. Starting materials: CN(\C=N/C(=O)C=1SC=2CCOC3=C(C2N1)C=CC(=C3)Br)C (8-Bromo-4,5-dihydro-6-oxa-3-thia-1-aza-benzo[e]azulene-2-carboxylic acid 1-dimethylamino-meth-(Z)-ylideneamide), C(C1=CC=CC=C1)OC(=O)N1CCC(CC1)NN (4-Hydrazino-piperidine-1-carboxylic acid benzyl ester). Product: BrC1=CC2=C(C=3N=C(SC3CCO2)C=2N(N=CN2)C2CCNCC2)C=C1 (8-bromo-2-(2-piperidin-4-yl-2H-[1,2,4]triazol-3-yl)-4,5-dihydro-6-oxa-3-thia-1-aza-benzo[e]azulene). RXN SMILES: C[N:2](C)/[CH:3]=[N:4]\[C:5]([C:7]1[S:8][C:9]2[CH2:10][CH2:11][O:12][C:13]3[CH:20]=[C:19]([Br:21])[CH:18]=[CH:17][C:14]=3[C:15]=2[N:16]=1)=O.C(OC([N:33]1[CH2:38][CH2:37][CH:36]([NH:39]N)[CH2:35][CH2:34]1)=O)C1C=CC=CC=1>>[Br:21][C:19]1[CH:18]=[CH:17][C:14]2[C:15]3[N:16]=[C:7]([C:5]4[N:39]([CH:36]5[CH2:37][CH2:38][NH:33][CH2:34][CH2:35]5)[N:2]=[CH:3][N:4]=4)[S:8][C:9]=3[CH2:10][CH2:11][O:12][C:13]=2[CH:20]=1. Procedure: 8-Bromo-4,5-dihydro-6-oxa-3-thia-1-aza-benzo[e]azulene-2-carboxylic acid 1-dimethylamino-meth-(Z)-ylideneamide was reacted with 4-Hydrazino-piperidine-1-carboxylic acid benzyl ester to give 8-bromo-2-(2-piperidin-4-yl-2H-[1,2,4]triazol-3-yl)-4,5-dihydro-6-oxa-3-thia-1-aza-benzo[e]azulene. MS(ESI+) 432.0/434.0. Reactants: ClC1=C(C(=O)N[C@@H](CNC(C2=CC(=CC(=C2)[N+](=O)[O-])[N+](=O)[O-])=O)C(=O)O)C=CC(=C1)C(=O)NCC1=CC(=CC=C1)O (N-[2-chloro-4-[[[(3-hydroxyphenyl)methyl]-amino]carbonyl]benzoyl]-3-(3,5-dinitrobenzoyl)amino-L-alanine), ClC1=C(C(=O)N[C@@H](CNC(C2=CC=C(C=C2)[N+](=O)[O-])=O)C(=O)O)C=CC(=C1)C(=O)NCC1=CC(=CC=C1)O (N-[2-chloro-4-[[[(3-hydroxyphenyl)methyl]amino]carbonyl]benzoyl]-3-(4-nitrobenzoyl)amino-L-alanine), ClC1=C(C(=O)N[C@@H](CNC(C2=C(C=CC=C2)[N+](=O)[O-])=O)C(=O)O)C=CC(=C1)C(=O)NCC1=CC(=CC=C1)O (N-[2-chloro-4-[[[(3-hydroxyphenyl)methyl]amino]carbonyl]benzoyl]-3-(2-nitrobenzoyl)amino-L-alanine), ClC1=C(C(=O)N[C@@H](CNC(C2=CC(=CC=C2)[N+](=O)[O-])=O)C(=O)O)C=CC(=C1)C(=O)NCC1=CC(=CC=C1)O (N-[2-chloro-4-[[[(3-hydroxyphenyl)methyl]amino]carbonyl]benzoyl]-3-(3-nitrobenzoyl)amino-L-alanine). The product is ClC1=C(C(=O)N[C@@H](CNC(C2=CC=C(C=C2)N(C)C)=O)C(=O)O)C=CC(=C1)C(=O)NCC1=CC(=CC=C1)O (N-[2-chloro-4-[[[(3-hydroxyphenyl)methyl]amino]carbonyl]benzoyl]-3-(4-dimethylaminobenzoyl)amino-L-alanine). Reaction SMILES: [Cl:1][C:2]1[CH:30]=[C:29]([C:31]([NH:33][CH2:34][C:35]2[CH:40]=[CH:39][CH:38]=[C:37]([OH:41])[CH:36]=2)=[O:32])[CH:28]=[CH:27][C:3]=1[C:4]([NH:6][C@H:7]([C:24]([OH:26])=[O:25])[CH2:8][NH:9][C:10](=[O:23])[C:11]1[CH:16]=[C:15]([N+]([O-])=O)[CH:14]=[C:13]([N+]([O-])=O)[CH:12]=1)=[O:5].ClC1C=C(C(NCC2C=CC=C(O)C=2)=O)C=CC=1[C:45]([NH:47][C@H:48](C(O)=O)CNC(=O)C1C=CC=CC=1[N+]([O-])=O)=O.ClC1C=C(C(NCC2C=CC=C(O)C=2)=O)C=CC=1C(N[C@H](C(O)=O)CNC(=O)C1C=CC=C([N+]([O-])=O)C=1)=O.ClC1C=C(C(NCC2C=CC=C(O)C=2)=O)C=CC=1C(N[C@H](C(O)=O)CNC(=O)C1C=CC([N+]([O-])=O)=CC=1)=O>>[Cl:1][C:2]1[CH:30]=[C:29]([C:31]([NH:33][CH2:34][C:35]2[CH:40]=[CH:39][CH:38]=[C:37]([OH:41])[CH:36]=2)=[O:32])[CH:28]=[CH:27][C:3]=1[C:4]([NH:6][C@H:7]([C:24]([OH:26])=[O:25])[CH2:8][NH:9][C:10](=[O:23])[C:11]1[CH:16]=[CH:15][C:14]([N:47]([CH3:48])[CH3:45])=[CH:13][CH:12]=1)=[O:5]. Reported procedure: N-[2-chloro-4-[[[(3-hydroxyphenyl)methyl]-amino]carbonyl]benzoyl]-3-(3,5-dinitrobenzoyl)amino-L-alanine; N-[2-chloro-4-[[[(3-hydroxyphenyl)methyl]amino]carbonyl]benzoyl]-3-(2-nitrobenzoyl)amino-L-alanine; N-[2-chloro-4-[[[(3-hydroxyphenyl)methyl]amino]carbonyl]benzoyl]-3-(3-nitrobenzoyl)amino-L-alanine; N-[2-chloro-4-[[[(3-hydroxyphenyl)methyl]amino]carbonyl]benzoyl]-3-(4-nitrobenzoyl)amino-L-alanine), Starting materials: C(=O)C=1C=C(C(=O)O)C=C(C1)C (3-formyl-5-methylbenzoic acid), S(=O)(Cl)Cl (thionyl chloride), CN(C=O)C (dimethylformamide). The solvent is C1(=CC=CC=C1)C (toluene), C1(=CC=CC=C1)C (toluene). Conditions: time 2 hour. Yields the product C(=O)C=1C=C(C(=O)Cl)C=C(C1)C (3-formyl-5-methylbenzoic chloride). Reaction SMILES: [CH:1]([C:3]1[CH:4]=[C:5]([CH:9]=[C:10]([CH3:12])[CH:11]=1)[C:6](O)=[O:7])=[O:2].S(Cl)([Cl:15])=O.CN(C)C=O>C1(C)C=CC=CC=1>[CH:1]([C:3]1[CH:4]=[C:5]([CH:9]=[C:10]([CH3:12])[CH:11]=1)[C:6]([Cl:15])=[O:7])=[O:2]. Procedure details: A mixture of 3-formyl-5-methylbenzoic acid (75.0 g, 0.457 moles), thionyl chloride (65 g, 0.0547 moles), and dimethylformamide (1 ml), in toluene (500 ml) was slowly warmed to 70° C. and stirred at that temperature for 2 h. The toluene was eliminated in a rotavap to yield 3-formyl-5-methylbenzoic chloride used in the next step as such. Starting materials: C, CCO, Cc1c(C(N)=O)cccc1[N+](=O)[O-], C1CCOC1, [Pd]. Yields the product Cc1c(N)cccc1C(N)=O. RXN SMILES: [C:22].[CH3:14][CH2:15][OH:16].[CH3:1][c:2]1[c:3]([C:4](=[O:5])[NH2:6])[cH:7][cH:8][cH:9][c:10]1[N+:11]([O-:12])=[O:13].[O:17]1[CH2:18][CH2:19][CH2:20][CH2:21]1.[Pd:23]>>[CH3:1][c:2]1[c:3]([C:4](=[O:5])[NH2:6])[cH:7][cH:8][cH:9][c:10]1[NH2:11].